Dataset: the Open Reaction Database (ORD), a public repository of structured organic reaction records. Task: describe an organic reaction: reactants, conditions, products, and yield Reactants: C(C1=CC=CC=C1)OC(=O)N1CC(CC1)(O)COC1=C(C=C(C=C1)N1C(O[C@H](C1)CNC(C)=O)=O)F (3-{4-[(5S)-5-(acetylamino-methyl)-2-oxo-oxazolidin-3-yl]-2-fluoro-phenoxymethyl}-3-hydroxy-pyrrolidine-1-carboxylic acid benzyl ester). Reagents/catalysts: [Pd] (palladium). The solvent is 1/1, C(C)(=O)OCC.CO (ethyl acetate methanol). The product is FC=1C=C(C=CC1OCC1(CNCC1)O)N1C(O[C@H](C1)CNC(C)=O)=O (N-{(5S)-3-[3-Fluoro-4-(3-hydroxy-pyrrolidin-3-yl-methoxy)-phenyl]-2-oxo-oxazolidin-5-ylmethyl}-acetamide). RXN SMILES: C(OC([N:11]1[CH2:15][CH2:14][C:13]([CH2:17][O:18][C:19]2[CH:24]=[CH:23][C:22]([N:25]3[CH2:29][C@H:28]([CH2:30][NH:31][C:32](=[O:34])[CH3:33])[O:27][C:26]3=[O:35])=[CH:21][C:20]=2[F:36])([OH:16])[CH2:12]1)=O)C1C=CC=CC=1>[Pd].C(OCC)(=O)C.CO>[F:36][C:20]1[CH:21]=[C:22]([N:25]2[CH2:29][C@H:28]([CH2:30][NH:31][C:32](=[O:34])[CH3:33])[O:27][C:26]2=[O:35])[CH:23]=[CH:24][C:19]=1[O:18][CH2:17][C:13]1([OH:16])[CH2:14][CH2:15][NH:11][CH2:12]1 |f:2.3|. Procedure: A suspension of 660 mg 3-{4-[(5S)-5-(acetylamino-methyl)-2-oxo-oxazolidin-3-yl]-2-fluoro-phenoxymethyl}-3-hydroxy-pyrrolidine-1-carboxylic acid benzyl ester (MW: 501.51, 1.31 mmol) and 20 mg palladium 10% on activated carbon in 20 ml of a 1/1 ethyl acetate/methanol mixture was stirred for twelve hours under hydrogen. The catalyst was filtered on a glass fiber filter paper and the filtrate evaporated under reduced pressure to afford a colorless oil. Yield: 400 mg, 83.2%. MS: 368.4 (M+H)+, Method ... The reactants are Cl.Cl.N1CCC(CC1)\C=C/1\C(=NC(S1)=O)NCC#C ((5Z)-5-(piperidin-4-ylmethylidene)-4-(prop-2-yn-1-ylamino)-1,3-thiazol-2(5H)-one dihydrochloride), C([O-])([O-])=O.[K+].[K+] (potassium carbonate), BrCC1=C(C=CC=C1)C(F)(F)F (1-(bromomethyl)-2-(trifluoromethyl)benzene), O (water). Solvent: CN(C)C=O (DMF). Conditions: time 8 hour. Product: C(C#C)NC/1=NC(S\C1=C/C1CCN(CC1)CC1=C(C=CC=C1)C(F)(F)F)=O ((5Z)-4-(prop-2-yn-1-ylamino)-5-({1-[2-(trifluoromethyl)benzyl]piperidin-4-yl}methylidene)-1,3-thiazol-2(5H)-one). As a reaction SMILES: Cl.Cl.[NH:3]1[CH2:8][CH2:7][CH:6](/[CH:9]=[C:10]2/[C:11]([NH:16][CH2:17][C:18]#[CH:19])=[N:12][C:13](=[O:15])[S:14]/2)[CH2:5][CH2:4]1.C(=O)([O-])[O-].[K+].[K+].Br[CH2:27][C:28]1[CH:33]=[CH:32][CH:31]=[CH:30][C:29]=1[C:34]([F:37])([F:36])[F:35].O>CN(C=O)C>[CH2:17]([NH:16][C:11]1=[N:12][C:13](=[O:15])[S:14]/[C:10]/1=[CH:9]\[CH:6]1[CH2:7][CH2:8][N:3]([CH2:27][C:28]2[CH:33]=[CH:32][CH:31]=[CH:30][C:29]=2[C:34]([F:35])([F:36])[F:37])[CH2:4][CH2:5]1)[C:18]#[CH:19] |f:0.1.2,3.4.5|. Procedure: To a solution of (5Z)-5-(piperidin-4-ylmethylidene)-4-(prop-2-yn-1-ylamino)-1,3-thiazol-2(5H)-one dihydrochloride (200 mg) in DMF (3 mL) were added potassium carbonate (345 mg) and 1-(bromomethyl)-2-(trifluoromethyl)benzene (0.09 mL). The reaction mixture was stirred at room temperature overnight, water was added, and the mixture was extracted with ethyl acetate. The extract was washed with water and saturated brine, and dried over anhydrous magnesium sulfate, and the solvent was evaporated unde... The reactants are Cn1c(=O)n(CCCCBr)c(=O)c2ccccc21, CCC(C)=O, Cn1c(=O)n(CCCCCl)c(=O)c2ccccc21, [I-], [Na+]. Product: Cn1c(=O)n(CCCCI)c(=O)c2ccccc21. As a reaction SMILES: [Br:1][CH2:2][CH2:3][CH2:4][CH2:5][n:6]1[c:7](=[O:18])[n:8]([CH3:17])[c:9]2[cH:10][cH:11][cH:12][cH:13][c:14]2[c:15]1=[O:16].[CH2:39]([C:40]([CH3:41])=[O:42])[CH3:43].[Cl:19][CH2:20][CH2:21][CH2:22][CH2:23][n:24]1[c:25](=[O:26])[c:27]2[c:28]([cH:29][cH:30][cH:31][cH:32]2)[n:33]([CH3:34])[c:35]1=[O:36].[I-:38].[Na+:37]>>[CH2:2]([CH2:3][CH2:4][CH2:5][n:6]1[c:7](=[O:18])[n:8]([CH3:17])[c:9]2[cH:10][cH:11][cH:12][cH:13][c:14]2[c:15]1=[O:16])[I:38]. Reactants: CCNCc1ccccc1, Cc1cn(-c2ccc(C(F)(F)F)cc2)c(=NC(=O)n2cc[n+](C)c2)s1, CC#N, CC(C)NC(C)C, [I-]. Yields the product CCN(Cc1ccccc1)C(=O)N=c1sc(C)cn1-c1ccc(C(F)(F)F)cc1. As a reaction SMILES: [CH2:34]([c:35]1[cH:36][cH:37][cH:38][cH:39][cH:40]1)[NH:41][CH2:42][CH3:43].[CH3:2][n+:3]1[cH:4][cH:5][n:6]([C:8](=[O:9])[N:10]=[c:11]2[s:12][c:13]([CH3:26])[cH:14][n:15]2-[c:16]2[cH:17][cH:18][c:19]([C:22]([F:23])([F:24])[F:25])[cH:20][cH:21]2)[cH:7]1.[CH3:44][C:45]#[N:46].[CH:27]([NH:28][CH:29]([CH3:30])[CH3:31])([CH3:32])[CH3:33].[I-:1]>>[C:8](=[O:9])([N:10]=[c:11]1[s:12][c:13]([CH3:26])[cH:14][n:15]1-[c:16]1[cH:17][cH:18][c:19]([C:22]([F:23])([F:24])[F:25])[cH:20][cH:21]1)[N:41]([CH2:34][c:35]1[cH:36][cH:37][cH:38][cH:39][cH:40]1)[CH2:42][CH3:43]. Reactants: solution, C(C)OCC (diethyl ether), C[Mg]Br (methylmagnesium bromide), COC(CCSCCO)=O (3-[(2-hydroxyethyl)thio]propionic acid methyl ester), C(C)OCC (diethyl ether). Reaction conditions: time 16 hour. Yields the product OCCSCCC(C)(O)C (4-[(2-hydroxyethyl)thio]-2-methyl-2-butanol). The yield is 46.0%. As a reaction SMILES: [CH3:1][Mg]Br.COC(=O)[CH2:7][CH2:8][S:9][CH2:10][CH2:11][OH:12].C([O:16][CH2:17][CH3:18])C>>[OH:12][CH2:11][CH2:10][S:9][CH2:8][CH2:7][C:17]([CH3:18])([OH:16])[CH3:1]. Procedure details: 100 ml of a 1N solution of methylmagnesium bromide in diethyl ether are placed under argon gasification and treated dropwise with a solution of 5.0 g of 3-[(2-hydroxyethyl)thio]propionic acid methyl ester (prepared according to Example 5) in 25 ml of diethyl ether so that a slight reflux results. After completion of the addition, the resulting mixture is stirred at room temperature for a further 16 hours. Subsequently, the excess Grignard reagent is destroyed by the cautious addition of saturate... Reactants: CSC(=C(C#N)C#N)SC (3,3-bis(methylthio)-2-cyanoacrylonitrile), CSC(=C(C(=O)N)C#N)SC (3,3-bis(methylthio)-2-cyanoacrylamide). Run in CO (methanol). The product is O1C(NC2=C1C=CC=C2)=C(C(=O)N)C#N (2-benzoxazolinylidene-cyanoacetic acid amide). Reaction SMILES: CSC(SC)=[C:4]([C:7]#N)[C:5]#[N:6].CS[C:13](SC)=[C:14]([C:18]#[N:19])[C:15]([NH2:17])=[O:16]>CO>[O:16]1[C:15]2[CH:14]=[CH:13][CH:7]=[CH:4][C:5]=2[NH:6][C:13]1=[C:14]([C:18]#[N:19])[C:15]([NH2:17])=[O:16]. Reported procedure: The procedure described in Example 1 is repeated using, instead of 3,3-bis(methylthio)-2-cyanoacrylonitrile, an equivalent amount of 3,3-bis(methylthio)-2-cyanoacrylamide and holding the mixture under reflux for 12 hours to obtain 2-benzoxazolinylidene-cyanoacetic acid amide of melting point 220°-222° C. (dec.) (from methanol). The reactants are crude product, CC1(OCCN1)C (2,2-dimethyloxazolidine), C(C)(=O)[O-].[Zn+2].C(C)(=O)[O-] (zinc acetate), C(=S)=S (carbon disulfide), N1=CC=CC=C1 (pyridine). Solvent: C(C)O (ethanol), C(Cl)(Cl)Cl (chloroform). Reaction conditions: time 8 hour. Yields the product CC1(OCCN1C(=S)[S-])C.CC1(OCCN1C(=S)[S-])C.[Zn+2] (Zinc Bis (2,2-dimethyloxazolidine-3-carbodithioate)). Reaction SMILES: [CH3:1][C:2]1([CH3:7])[NH:6][CH2:5][CH2:4][O:3]1.[C:8](=[S:10])=[S:9].N1C=CC=CC=1.C([O-])(=O)C.[Zn+2:21].C([O-])(=O)C>C(Cl)(Cl)Cl.C(O)C>[CH3:1][C:2]1([CH3:7])[N:6]([C:8]([S-:10])=[S:9])[CH2:5][CH2:4][O:3]1.[CH3:1][C:2]1([CH3:7])[N:6]([C:8]([S-:10])=[S:9])[CH2:5][CH2:4][O:3]1.[Zn+2:21] |f:3.4.5,8.9.10|. Procedure details: While cooling and stirring, 20 g. (0.20 mole) of 2,2-dimethyloxazolidine (preparation described by E. Bergmann et. al., J. Am. Chem. Soc. 75, 358 (1953)) was added to a solution of 15.2 g. (0.20 mole) carbon disulfide in 150 g. pyridine. To the stirring solution was added 18.3 g. (0.10 mole) of anhydrous zinc acetate at 25°-30°C. After standing overnight at room temperature, filtration gave 15.2 g. of the crude product; vacuum-concentration of the filtrate and ethanol-dilution of the residue gav...